This data is from the Open Reaction Database (ORD), a public repository of structured organic reaction records. The task is: describe an organic reaction: reactants, conditions, products, and yield Starting materials: C(=O)(N1C=NC=C1)N1C=NC=C1 (carbonyldiimidazole), CC1=C(C=C(S1)C(=O)O)[N+](=O)[O-] (5-methyl-4-nitro-thiophene-2-carboxylic acid), C(C1=CC=2OCOC2C=C1)O (piperonyl alcohol). The product is O1COC2=C1C=CC(=C2)COC(=O)C=2SC(=C(C2)[N+](=O)[O-])C (5-methyl-4-nitro-thiophene-2-carboxylic acid 1,3-benzodioxol-5-ylmethyl ester). The yield is 77.8%. As a reaction SMILES: C(N1C=CN=C1)(N1C=CN=C1)=O.[CH3:13][C:14]1[S:18][C:17]([C:19]([OH:21])=[O:20])=[CH:16][C:15]=1[N+:22]([O-:24])=[O:23].[CH2:25](O)[C:26]1[CH:34]=[CH:33][C:32]2[O:31][CH2:30][O:29][C:28]=2[CH:27]=1>>[O:31]1[C:32]2[CH:33]=[CH:34][C:26]([CH2:25][O:20][C:19]([C:17]3[S:18][C:14]([CH3:13])=[C:15]([N+:22]([O-:24])=[O:23])[CH:16]=3)=[O:21])=[CH:27][C:28]=2[O:29][CH2:30]1. Procedure details: The title compound was prepared according to the procedure described for Example 2 using carbonyldiimidazole (0.75 g, 4.3 mmol), 5-methyl-4-nitro-thiophene-2-carboxylic acid (0.6 g, 3.2 mmol), and piperonyl alcohol (0.5 g, 3.3 mmol) to afford 0.8 g of 5-methyl-4-nitro-thiophene-2-carboxylic acid 1,3-benzodioxol-5-ylmethyl ester. A sample of the product was triturated in ethanol, cooled, filtered, and dried to give product with a mp 78-79° C.